From a dataset of the Open Reaction Database (ORD), a public repository of structured organic reaction records. describe an organic reaction: reactants, conditions, products, and yield The reactants are [Mg] (magnesium), BrC1=CC=C(C=C1)Cl (1-bromo-4-chlorobenzene), [Cl-].[NH4+] (ammonium chloride), 1-[, C(C)OC(=O)C1CCN(CC1)C(=O)N(CC)CC ((diethylaminocarbonyl]-4-piperidine carboxylic acid ethyl ester). Run in O1CCCC1 (tetrahydrofuran), O1CCCC1 (tetrahydrofuran), O1CCCC1 (tetrahydrofuran). Reaction conditions: time 8 hour. The product is ClC1=CC=C(C=C1)C(C1CCN(CC1)C(=O)N(CC)CC)(O)C1=CC=C(C=C1)Cl (4-[Bis(4-chlorophenyl)hydroxymethyl]-N,N-diethyl-1-piperidinecarboxamide). The yield is 87.0%. Reaction SMILES: [Mg].Br[C:3]1[CH:8]=[CH:7][C:6]([Cl:9])=[CH:5][CH:4]=1.C(O[C:13]([CH:15]1[CH2:20][CH2:19][N:18]([C:21]([N:23]([CH2:26][CH3:27])[CH2:24][CH3:25])=[O:22])[CH2:17][CH2:16]1)=[O:14])C.[Cl-:28].[NH4+]>O1CCCC1>[Cl:9][C:6]1[CH:7]=[CH:8][C:3]([C:13]([C:3]2[CH:8]=[CH:7][C:6]([Cl:28])=[CH:5][CH:4]=2)([OH:14])[CH:15]2[CH2:16][CH2:17][N:18]([C:21]([N:23]([CH2:24][CH3:25])[CH2:26][CH3:27])=[O:22])[CH2:19][CH2:20]2)=[CH:4][CH:5]=1 |f:3.4|. Reported procedure: A Grignard solution was prepared by the treatment of a slurry of 8.5 g (0.35 mole) of magnesium chips in 200 ml of dry tetrahydrofuran with a solution of 72.8 g (0.38 mole) of 1-bromo-4-chlorobenzene in 400 ml of tetrahydrofuran. After the addition was complete, the mixture was heated at reflux for 15 min to complete formation. To the Grignard solution at ambient temperature was added a solution of 38.4 g (0.15 mole) of 1-[(diethylaminocarbonyl]-4-piperidine carboxylic acid ethyl ester in 200 mo... Reactants: C(C1=CC=CC=C1)NS(=O)(=O)C1=CC=C(C=C1)NC(=O)NC1=CC(=CC=C1)C#N (N-benzyl-4-(3-(3-cyanophenyl)ureido)benzenesulfonamide), C(CCC)N1CCNCC1 (n-butylpiperazine), secondary amine. Yields the product C(C1=CC=CC=C1)NS(=O)(=O)C1=CC=C(C=C1)NC(=O)NC1=CC(=CC=C1)C(=N)N1CCN(CC1)CCCC (N-benzyl-4-(3-(3-((4-butylpiperazin-1-yl)(imino)methyl)phenyl)ureido) benzenesulfonamide). Isolated yield 6.0%. RXN SMILES: [CH2:1]([NH:8][S:9]([C:12]1[CH:17]=[CH:16][C:15]([NH:18][C:19]([NH:21][C:22]2[CH:27]=[CH:26][CH:25]=[C:24]([C:28]#[N:29])[CH:23]=2)=[O:20])=[CH:14][CH:13]=1)(=[O:11])=[O:10])[C:2]1[CH:7]=[CH:6][CH:5]=[CH:4][CH:3]=1.[CH2:30]([N:34]1[CH2:39][CH2:38][NH:37][CH2:36][CH2:35]1)[CH2:31][CH2:32][CH3:33]>>[CH2:1]([NH:8][S:9]([C:12]1[CH:13]=[CH:14][C:15]([NH:18][C:19]([NH:21][C:22]2[CH:27]=[CH:26][CH:25]=[C:24]([C:28]([N:37]3[CH2:38][CH2:39][N:34]([CH2:30][CH2:31][CH2:32][CH3:33])[CH2:35][CH2:36]3)=[NH:29])[CH:23]=2)=[O:20])=[CH:16][CH:17]=1)(=[O:10])=[O:11])[C:2]1[CH:7]=[CH:6][CH:5]=[CH:4][CH:3]=1. Reported procedure: The title compound was prepared from N-benzyl-4-(3-(3-cyanophenyl)ureido)benzenesulfonamide following procedure C and using 3 equivalents of n-butylpiperazine as secondary amine. The product was purified by preparative HPLC. Starting materials: C[SiH](C)C, ClC(Cl)Cl, [I-], Cc1cc(O)c(C(=O)C=Cc2cccc(OCCNC(=O)OC(C)(C)C)c2)c(=O)n1C. Yields the product Cc1cc(O)c(C(=O)C=Cc2cccc(OCCN)c2)c(=O)n1C. Reaction SMILES: [CH3:33][SiH:34]([CH3:35])[CH3:36].[CH:37]([Cl:38])([Cl:39])[Cl:40].[I-:32].[OH:1][c:2]1[c:3]([C:11]([CH:12]=[CH:13][c:14]2[cH:15][c:16]([O:20][CH2:21][CH2:22][NH:23][C:24]([O:25][C:26]([CH3:27])([CH3:28])[CH3:29])=[O:30])[cH:17][cH:18][cH:19]2)=[O:31])[c:4](=[O:10])[n:5]([CH3:9])[c:6]([CH3:8])[cH:7]1>>[OH:1][c:2]1[c:3]([C:11]([CH:12]=[CH:13][c:14]2[cH:15][c:16]([O:20][CH2:21][CH2:22][NH2:23])[cH:17][cH:18][cH:19]2)=[O:31])[c:4](=[O:10])[n:5]([CH3:9])[c:6]([CH3:8])[cH:7]1. Product: C(C)(C)(C)OC([C@H](C(C)C)N1C(N(C2=CC=CC=C2C1)CC1=CC(=CC=C1)Cl)=O)=O ((2S)-2-[1-(3-chloro-benzyl)-2-oxo-1,4-dihydro-2H-quinazolin-3-yl]-3-Methyl-butyric acid tert-butyl ester). Run at time 40 hour. Run in CS(=O)C (DMSO). The reactants are C(C)(C)(C)OC([C@H](C(C)C)N1C(NC2=CC=CC=C2C1)=O)=O ((2S)-3-methyl-2-(2-oxo-1,4-dihydro-2H-quinazolin-3-yl)-butyric acid tert-butyl ester), ClC=1C=C(CBr)C=CC1 (3-chlorobenzyl bromide), [H-].[Na+] (sodium hydride). Procedure: To a mixture of (2S)-3-methyl-2-(2-oxo-1,4-dihydro-2H-quinazolin-3-yl)-butyric acid tert-butyl ester (633 mg, 2.08 mmol) and 3-chlorobenzyl bromide (470 mg, 2.29 mmol) in DMSO (10 mL) was added sodium hydride (75 mg, 1.87 mmol) and the reaction mixture was stirred at room temperature for 40 hours. To this reaction was then added sat. aq. NH4Cl and the mixture was extracted with ethyl acetate. The organic phase was dried (MgSO4), filtered and evaporated. As a reaction SMILES: [C:1]([O:5][C:6](=[O:22])[C@@H:7]([N:11]1[CH2:20][C:19]2[C:14](=[CH:15][CH:16]=[CH:17][CH:18]=2)[NH:13][C:12]1=[O:21])[CH:8]([CH3:10])[CH3:9])([CH3:4])([CH3:3])[CH3:2].[Cl:23][C:24]1[CH:25]=[C:26]([CH:29]=[CH:30][CH:31]=1)[CH2:27]Br.[H-].[Na+]>CS(C)=O>[C:1]([O:5][C:6](=[O:22])[C@@H:7]([N:11]1[CH2:20][C:19]2[C:14](=[CH:15][CH:16]=[CH:17][CH:18]=2)[N:13]([CH2:27][C:26]2[CH:29]=[CH:30][CH:31]=[C:24]([Cl:23])[CH:25]=2)[C:12]1=[O:21])[CH:8]([CH3:10])[CH3:9])([CH3:3])([CH3:4])[CH3:2] |f:2.3|. Starting materials: [N+](=O)([O-])C1=C(C=CC=C1)N=NC1=C(C=CC(=C1)C(C)(C)CC(C)(C)C)O (2-nitro-2'-hydroxy-5'-tert-octylazobenzene), [N+](=O)([O-])C1=C(C=CC=C1)N=NC1=C(C=CC(=C1)C)O (2-nitro-2'-hydroxy-5'-methylazobenzene). Product: OC1=C(C=C(C=C1)C(C)(C)CC(C)(C)C)N1N=C2C(=N1)C=CC=C2 (2-(2-Hydroxy-5-tert-octylphenyl)-2H-benzotriazole). RXN SMILES: [N+:1]([C:4]1[CH:9]=[CH:8][CH:7]=[CH:6][C:5]=1[N:10]=[N:11][C:12]1[CH:17]=[C:16]([C:18]([CH2:21][C:22]([CH3:25])([CH3:24])[CH3:23])([CH3:20])[CH3:19])[CH:15]=[CH:14][C:13]=1[OH:26])([O-])=O.[N+](C1C=CC=CC=1N=NC1C=C(C)C=CC=1O)([O-])=O>>[OH:26][C:13]1[CH:14]=[CH:15][C:16]([C:18]([CH2:21][C:22]([CH3:25])([CH3:24])[CH3:23])([CH3:20])[CH3:19])=[CH:17][C:12]=1[N:11]1[N:10]=[C:5]2[CH:6]=[CH:7][CH:8]=[CH:9][C:4]2=[N:1]1. Procedure details: When using the procedure of Example 1 an equivalent amount of 2-nitro-2'-hydroxy-5'-tert-octylazobenzene is substituted for 2-nitro-2'-hydroxy-5'-methylazobenzene, the above noted product is obtained.